Dataset: the Open Reaction Database (ORD), a public repository of structured organic reaction records. Task: describe an organic reaction: reactants, conditions, products, and yield Starting materials: CC1=CC=C2C(=NNC2=C1)C=1N=C2C(=NC1)NC=C2C(=O)O (2-(6-methyl-1H-indazol-3-yl)-5H-pyrrolo[2,3-b]pyrazine-7-carboxylic acid), CCN(C(C)C)C(C)C (DIEA), CCN=C=NCCCN(C)C (EDCI), Cl.NC1(CC1)C#N (1-aminocyclopropanecarbonitrile hydrochloride). Reagents/catalysts: CN(C)C=1C=CN=CC1 (DMAP). Run in CN(C)C=O (DMF), O (water). Reaction conditions: time 16 hour. Product: C(#N)C1(CC1)NC(=O)C1=CNC2=NC=C(N=C21)C2=NNC1=CC(=CC=C21)C (N-(1-cyanocyclopropyl)-2-(6-methyl-1H-indazol-3-yl)-5H-pyrrolo[2,3-b]pyrazine-7-carboxamide). Isolated yield 4.1%. RXN SMILES: [CH3:1][C:2]1[CH:10]=[C:9]2[C:5]([C:6]([C:11]3[N:12]=[C:13]4[C:19]([C:20]([OH:22])=O)=[CH:18][NH:17][C:14]4=[N:15][CH:16]=3)=[N:7][NH:8]2)=[CH:4][CH:3]=1.CCN(C(C)C)C(C)C.CCN=C=NCCCN(C)C.Cl.[NH2:44][C:45]1([C:48]#[N:49])[CH2:47][CH2:46]1>CN(C1C=CN=CC=1)C.CN(C=O)C.O>[C:48]([C:45]1([NH:44][C:20]([C:19]2[C:13]3[C:14](=[N:15][CH:16]=[C:11]([C:6]4[C:5]5[C:9](=[CH:10][C:2]([CH3:1])=[CH:3][CH:4]=5)[NH:8][N:7]=4)[N:12]=3)[NH:17][CH:18]=2)=[O:22])[CH2:47][CH2:46]1)#[N:49] |f:3.4|. Reported procedure: To a stirred solution of 2-(6-methyl-1H-indazol-3-yl)-5H-pyrrolo[2,3-b]pyrazine-7-carboxylic acid (100 mg, 0.34 mmol), DIEA (200 mg, 1.55 mmol), EDCI (123 mg, 0.64 mmol) and DMAP (110 mg, 0.90 mmol) in 6 mL of DMF was added 1-aminocyclopropanecarbonitrile hydrochloride (100 mg, 0.84 mmol) in one portion at room temperature, then the mixture was stirred for 16 hours. The reaction mixture was poured into 40 mL of water, filtered and the filter cake was purified by preparative-HPLC (Gemini 5u C18 1... Reactants: CCOC(=O)C=C1CCC(C#N)(c2ccc(OC)c3c2OCCO3)CC1, C, CCO, CC(C)=O, [Pd]. Yields the product CCOC(=O)CC1CCC(C#N)(c2ccc(OC)c3c2OCCO3)CC1. As a reaction SMILES: [C:1](#[N:2])[C:3]1([c:15]2[cH:16][cH:17][c:18]([O:25][CH3:26])[c:19]3[c:24]2[O:23][CH2:22][CH2:21][O:20]3)[CH2:4][CH2:5][C:6](=[CH:9][C:10](=[O:11])[O:12][CH2:13][CH3:14])[CH2:7][CH2:8]1.[C:34].[CH3:27][CH2:28][OH:29].[CH3:30][C:31](=[O:32])[CH3:33].[Pd:35]>>[C:1](#[N:2])[C:3]1([c:15]2[cH:16][cH:17][c:18]([O:25][CH3:26])[c:19]3[c:24]2[O:23][CH2:22][CH2:21][O:20]3)[CH2:4][CH2:5][CH:6]([CH2:9][C:10](=[O:11])[O:12][CH2:13][CH3:14])[CH2:7][CH2:8]1. RXN SMILES: [CH2:48]1[O:49][CH2:50][CH2:51][CH2:52]1.[CH3:35][CH2:36][NH2:37].[Cl-:34].[Cl:1][c:2]1[c:3]([N:13]([C:14](=[O:15])[c:16]2[cH:17][c:18]3[c:19]([s:32]2)-[c:20]2[c:21]([cH:25][c:26]([C:29](=[O:30])[OH:31])[cH:27][cH:28]2)[O:22][CH2:23][CH2:24]3)[CH3:33])[cH:4][cH:5][c:6]([C:8]([N:9]([CH3:10])[CH3:11])=[O:12])[cH:7]1.[S:44]([Cl:45])([Cl:46])=[O:47].[cH:38]1[cH:39][cH:40][n:41][cH:42][cH:43]1>>[Cl:1][c:2]1[c:3]([N:13]([C:14](=[O:15])[c:16]2[cH:17][c:18]3[c:19]([s:32]2)-[c:20]2[c:21]([cH:25][c:26]([C:29](=[O:30])[NH:37][CH2:36][CH3:35])[cH:27][cH:28]2)[O:22][CH2:23][CH2:24]3)[CH3:33])[cH:4][cH:5][c:6]([C:8]([N:9]([CH3:10])[CH3:11])=[O:12])[cH:7]1. The product is CCNC(=O)c1ccc2c(c1)OCCc1cc(C(=O)N(C)c3ccc(C(=O)N(C)C)cc3Cl)sc1-2. Reactants: C1CCOC1, CCN, [Cl-], CN(C)C(=O)c1ccc(N(C)C(=O)c2cc3c(s2)-c2ccc(C(=O)O)cc2OCC3)c(Cl)c1, O=S(Cl)Cl, c1ccncc1. Reaction SMILES: [CH3:14][O:15][CH2:16][CH2:17][O:18][Al+:19][O:20][CH2:21][CH2:22][O:23][CH3:24].[CH3:2][O:3][CH2:4][CH2:5][O:6][AlH2-:7][O:8][CH2:9][CH2:10][O:11][CH3:12].[CH3:70][c:71]1[cH:72][cH:73][cH:74][cH:75][cH:76]1.[H-:13].[H-:26].[Na+:1].[Na+:25].[O:77]1[CH2:78][CH2:79][CH2:80][CH2:81]1.[nH:27]1[cH:28][c:29]([CH2:36][CH:37]([C:38](=[O:39])[NH:40][CH2:41][c:42]2[c:43]([O:48][CH3:49])[cH:44][cH:45][cH:46][cH:47]2)[NH:50][C:51]([c:52]2[cH:53][cH:54][cH:55][cH:56][cH:57]2)([c:58]2[cH:59][cH:60][cH:61][cH:62][cH:63]2)[c:64]2[cH:65][cH:66][cH:67][cH:68][cH:69]2)[c:30]2[cH:31][cH:32][cH:33][cH:34][c:35]12>>[nH:27]1[cH:28][c:29]([CH2:36][CH:37]([CH2:38][NH:40][CH2:41][c:42]2[c:43]([O:48][CH3:49])[cH:44][cH:45][cH:46][cH:47]2)[NH:50][C:51]([c:52]2[cH:53][cH:54][cH:55][cH:56][cH:57]2)([c:58]2[cH:59][cH:60][cH:61][cH:62][cH:63]2)[c:64]2[cH:65][cH:66][cH:67][cH:68][cH:69]2)[c:30]2[cH:31][cH:32][cH:33][cH:34][c:35]12. Product: COc1ccccc1CNCC(Cc1c[nH]c2ccccc12)NC(c1ccccc1)(c1ccccc1)c1ccccc1. Reactants: COCCO[Al+]OCCOC, COCCO[AlH2-]OCCOC, Cc1ccccc1, [H-], [H-], [Na+], [Na+], C1CCOC1, COc1ccccc1CNC(=O)C(Cc1c[nH]c2ccccc12)NC(c1ccccc1)(c1ccccc1)c1ccccc1. The reactants are BrCCCCCCO (6-bromo-1-hexanol), C1(=CC=CC=C1)CCC(=O)O (3-phenylpropionic acid). The product is BrCCCCCCOC(CCC1=CC=CC=C1)=O ((6-Bromo-1-hexyl)3-phenylpropionate). Yield: 85.0%. Reaction SMILES: [Br:1][CH2:2][CH2:3][CH2:4][CH2:5][CH2:6][CH2:7][OH:8].[C:9]1([CH2:15][CH2:16][C:17](O)=[O:18])[CH:14]=[CH:13][CH:12]=[CH:11][CH:10]=1>>[Br:1][CH2:2][CH2:3][CH2:4][CH2:5][CH2:6][CH2:7][O:8][C:17](=[O:18])[CH2:16][CH2:15][C:9]1[CH:14]=[CH:13][CH:12]=[CH:11][CH:10]=1. Reported procedure: From 6-bromo-1-hexanol and 3-phenylpropionic acid. Yield: 85% (oil).